From a dataset of the Open Reaction Database (ORD), a public repository of structured organic reaction records. describe an organic reaction: reactants, conditions, products, and yield Procedure details: Using 4-(4-{2-[bis-(4-methoxy-benzyl)-amino]-pyrimidin-5-yl}-2-morpholin-4-yl-5,6-dihydro-pyrrolo[2,3-d]pyrimidin-7-yl)-benzoic acid (38 mg) obtained in Step A in Example 1-D-19 and 2-(2-aminoethoxy)ethanol (6 μl) instead of 3-(aminomethyl)pyridine, in the same manner as Step B in Example 1-D-19, 4-(4-{2-[bis-(4-methoxy-benzyl)-amino]-pyrimidin-5-yl}-2-morpholin-4-yl-5,6-dihydro-pyrrolo[2,3-d]pyrimidin-7-yl)-N-[2-(2-hydroxy-ethoxy)-ethyl]-benzamide was obtained, and further PMB group was removed... Reactants: COC1=CC=C(CN(C2=NC=C(C=N2)C=2C3=C(N=C(N2)N2CCOCC2)N(CC3)C3=CC=C(C(=O)O)C=C3)CC3=CC=C(C=C3)OC)C=C1 (4-(4-{2-[bis-(4-methoxy-benzyl)-amino]-pyrimidin-5-yl}-2-morpholin-4-yl-5,6-dihydro-pyrrolo[2,3-d]pyrimidin-7-yl)-benzoic acid), NCCOCCO (2-(2-aminoethoxy)ethanol), 1-D-19, 4-(4-{2-[bis-(4-methoxy-benzyl)-amino]-pyrimidin-5-yl}-2-morpholin-4-yl-5,6-dihydro-pyrrolo[2,3-d]pyrimidin-7-yl)-N-[2-(2-hydroxy-ethoxy)-ethyl]-benzamide. Isolated yield 10.0%. As a reaction SMILES: COC1C=CC(C[N:8](CC2C=CC(OC)=CC=2)[C:9]2[N:14]=[CH:13][C:12]([C:15]3[C:16]4[CH2:29][CH2:28][N:27]([C:30]5[CH:38]=[CH:37][C:33]([C:34](O)=[O:35])=[CH:32][CH:31]=5)[C:17]=4[N:18]=[C:19]([N:21]4[CH2:26][CH2:25][O:24][CH2:23][CH2:22]4)[N:20]=3)=[CH:11][N:10]=2)=CC=1.[NH2:50][CH2:51][CH2:52][O:53][CH2:54][CH2:55][OH:56]>>[NH2:8][C:9]1[N:14]=[CH:13][C:12]([C:15]2[C:16]3[CH2:29][CH2:28][N:27]([C:30]4[CH:31]=[CH:32][C:33]([C:34]([NH:50][CH2:51][CH2:52][O:53][CH2:54][CH2:55][OH:56])=[O:35])=[CH:37][CH:38]=4)[C:17]=3[N:18]=[C:19]([N:21]3[CH2:26][CH2:25][O:24][CH2:23][CH2:22]3)[N:20]=2)=[CH:11][N:10]=1. The product is NC1=NC=C(C=N1)C=1C2=C(N=C(N1)N1CCOCC1)N(CC2)C2=CC=C(C(=O)NCCOCCO)C=C2 (4-[4-(2-Amino-pyrimidin-5-yl)-2-morpholin-4-yl-5,6-dihydro-pyrrolo[2,3-d]pyrimidin-7-yl]-N-[2-(2-hydroxy-ethoxy)-ethyl]-benzamide). Reactants: C27H27N5O4, C1(=CC=CC=C1)N(C(=O)C1=CC2=C(N(C(=N2)COC2=CC=C(C=C2)C#N)C)C=C1)CC(=O)OCC (1-methyl-2-[(4-cyanophenyl)oxymethyl]-benzimidazol-5-yl-carboxylic acid-N-phenyl-N-(ethoxycarbonylmethyl)-amide), Cl (hydrochloric acid), C([O-])([O-])=O.[NH4+].[NH4+] (ammonium carbonate). The solvent is C(C)O (ethanol). Yields the product Cl.C1(=CC=CC=C1)N(C(=O)C1=CC2=C(N(C(=N2)COC2=CC=C(C=C2)C(N)=N)C)C=C1)CC(=O)OCC (1-Methyl-2-[(4-amidinophenyl)oxymethyl]-benzimidazol-5-yl-carboxylic acid-N-phenyl-N-(ethoxycarbonylmethyl)-amide-hydrochloride). Isolated yield 76.0%. RXN SMILES: [C:1]1([N:7]([CH2:30][C:31]([O:33][CH2:34][CH3:35])=[O:32])[C:8]([C:10]2[CH:29]=[CH:28][C:13]3[N:14]([CH3:27])[C:15]([CH2:17][O:18][C:19]4[CH:24]=[CH:23][C:22]([C:25]#[N:26])=[CH:21][CH:20]=4)=[N:16][C:12]=3[CH:11]=2)=[O:9])[CH:6]=[CH:5][CH:4]=[CH:3][CH:2]=1.[ClH:36].C(=O)([O-])[O-].[NH4+:41].[NH4+]>C(O)C>[ClH:36].[C:1]1([N:7]([CH2:30][C:31]([O:33][CH2:34][CH3:35])=[O:32])[C:8]([C:10]2[CH:29]=[CH:28][C:13]3[N:14]([CH3:27])[C:15]([CH2:17][O:18][C:19]4[CH:24]=[CH:23][C:22]([C:25](=[NH:41])[NH2:26])=[CH:21][CH:20]=4)=[N:16][C:12]=3[CH:11]=2)=[O:9])[CH:2]=[CH:3][CH:4]=[CH:5][CH:6]=1 |f:2.3.4,6.7|. Procedure: Prepared analogously to Example 25d from 1-methyl-2-[(4-cyanophenyl)oxymethyl]-benzimidazol-5-yl-carboxylic acid-N-phenyl-N-(ethoxycarbonylmethyl)-amide and ethanolic hydrochloric acid, ethanol and ammonium carbonate. Yield: 76% of theory, Rf value: 0.17 (silica gel; dichloromethane/ethanol=4:1) C27H27N5O4 (485.6) ##EQU21## The reactants are COC1=CC=C(COC([C@@H](C2CCCCC2)N2C[C@@H]([C@H](C2)C2=CC=CC=C2)CN2CCC(CC2)N2NC(=C(C2=O)CC2=CC=CC=C2)C)=O)C=C1 (α-(R)-(3-(S)-((4-(4-benzyl-5-methyl-1H-pyrazol-3(2H)-on-2-yl)-piperidin-1-yl)methyl)-4-(S)-phenylpyrrolidin-1-yl)-cyclohexaneacetic acid 4-methoxybenzyl ester), C1(=CC=CC=C1)C (Toluene). The solvent is C(=O)O (formic acid). Reaction conditions: time 3 hour. Product: [OH-].[NH4+] (ammonium hydroxide), C(C1=CC=CC=C1)C=1C(N(NC1C)C1CCN(CC1)C[C@H]1CN(C[C@@H]1C1=CC=CC=C1)[C@@H](C(=O)O)C1CCCCC1)=O (α-(R)-(3-(S)-((4-(4-benzyl-5-methyl- 1H-pyrazol-3(2H)-on-2-yl)- piperidin-1-yl)methyl)-4-(S)-phenylpyrrolidin-1-yl)-cyclohexaneacetic acid). RXN SMILES: C[O:2]C1C=CC(C[O:8][C:9](=[O:49])[C@H:10]([N:17]2[CH2:21][C@H:20]([C:22]3[CH:27]=[CH:26][CH:25]=[CH:24][CH:23]=3)[C@@H:19]([CH2:28][N:29]3[CH2:34][CH2:33][CH:32]([N:35]4[C:39](=[O:40])[C:38]([CH2:41][C:42]5[CH:47]=[CH:46][CH:45]=[CH:44][CH:43]=5)=[C:37]([CH3:48])[NH:36]4)[CH2:31][CH2:30]3)[CH2:18]2)[CH:11]2[CH2:16][CH2:15][CH2:14][CH2:13][CH2:12]2)=CC=1.C1(C)C=CC=CC=1>C(O)=O>[OH-:2].[NH4+:17].[CH2:41]([C:38]1[C:39](=[O:40])[N:35]([CH:32]2[CH2:31][CH2:30][N:29]([CH2:28][C@@H:19]3[C@@H:20]([C:22]4[CH:27]=[CH:26][CH:25]=[CH:24][CH:23]=4)[CH2:21][N:17]([C@H:10]([CH:11]4[CH2:16][CH2:15][CH2:14][CH2:13][CH2:12]4)[C:9]([OH:49])=[O:8])[CH2:18]3)[CH2:34][CH2:33]2)[NH:36][C:37]=1[CH3:48])[C:42]1[CH:47]=[CH:46][CH:45]=[CH:44][CH:43]=1 |f:3.4|. Procedure: The material from Step C was dissolved in ˜2 ml of 96% formic acid and stirred at room temperature for 3 hours. Toluene (10 mL) was then added and the mixture concentrated under reduced pressure. The residue was chromatographed on silica gel (10 mL column). Elution with 5% methanol in dichloromethane (100 mL) followed by 90:10:1 dichloromethane:methanol:ammonium hydroxide gave 0.028 g of α-(R)-(3-(S)-((4-(4-benzyl-5-methyl- 1H-pyrazol-3(2H)-on-2-yl)- piperidin-1-yl)methyl)-4-(S)-phenylpyrrolidin... The reactants are Cc1cc(N)ccc1Br, CC(=O)OC(C)=O, O=C(O)CN(CC(=O)O)CC(=O)O, c1ccncc1. Product: Cc1cc(NC(=O)CN(CC(=O)O)CC(=O)O)ccc1Br. RXN SMILES: [Br:21][c:22]1[c:23]([CH3:29])[cH:24][c:25]([NH2:26])[cH:27][cH:28]1.[CH3:14][C:15]([O:16][C:17](=[O:18])[CH3:19])=[O:20].[OH:1][C:2](=[O:3])[CH2:4][N:5]([CH2:6][C:7]([OH:8])=[O:9])[CH2:10][C:11]([OH:12])=[O:13].[cH:30]1[cH:31][cH:32][n:33][cH:34][cH:35]1>>[C:2](=[O:3])([CH2:4][N:5]([CH2:6][C:7]([OH:8])=[O:9])[CH2:10][C:11]([OH:12])=[O:13])[NH:26][c:25]1[cH:24][c:23]([CH3:29])[c:22]([Br:21])[cH:28][cH:27]1. The reactants are CC(C)(C)C(=O)c1c[nH]c2ncc(Br)nc12, COc1cc(OC)cc(B(O)O)c1, CCOC(C)=O. The product is COc1cc(OC)cc(-c2cnc3[nH]cc(C(=O)C(C)(C)C)c3n2)c1. As a reaction SMILES: [Br:1][c:2]1[n:3][c:4]2[c:5]([n:6][cH:7]1)[nH:8][cH:9][c:10]2[C:11]([C:12]([CH3:13])([CH3:14])[CH3:15])=[O:16].[CH3:17][O:18][c:19]1[cH:20][c:21]([B:27]([OH:28])[OH:29])[cH:22][c:23]([O:25][CH3:26])[cH:24]1.[CH3:30][CH2:31][O:32][C:33]([CH3:34])=[O:35]>>[c:2]1(-[c:21]2[cH:20][c:19]([O:18][CH3:17])[cH:24][c:23]([O:25][CH3:26])[cH:22]2)[n:3][c:4]2[c:5]([n:6][cH:7]1)[nH:8][cH:9][c:10]2[C:11]([C:12]([CH3:13])([CH3:14])[CH3:15])=[O:16]. Reactants: [Br-], [Br-], [Br-], COC(=O)C1=C(C)NC2=C(C(=O)C(C)OC2)C1c1ccc(F)c(Br)c1, ClC(Cl)Cl, ClCCl, Cl, c1ccncc1, c1cc[nH+]cc1, c1cc[nH+]cc1, c1cc[nH+]cc1. The product is CC1OCC2=C(C1=O)C(c1ccc(F)c(Br)c1)C1=C(COC1=O)N2. Reaction SMILES: [Br-:32].[Br-:33].[Br-:34].[Br:1][c:2]1[cH:3][c:4]([CH:9]2[C:10]3=[C:11]([NH:12][C:13]([CH3:19])=[C:14]2[C:15](=[O:16])[O:17][CH3:18])[CH2:20][O:21][CH:22]([CH3:25])[C:23]3=[O:24])[cH:5][cH:6][c:7]1[F:8].[CH:54]([Cl:55])([Cl:56])[Cl:57].[Cl:58][CH2:59][Cl:60].[ClH:53].[cH:26]1[cH:27][cH:28][n:29][cH:30][cH:31]1.[nH+:35]1[cH:36][cH:37][cH:38][cH:39][cH:40]1.[nH+:41]1[cH:42][cH:43][cH:44][cH:45][cH:46]1.[nH+:47]1[cH:48][cH:49][cH:50][cH:51][cH:52]1>>[Br:1][c:2]1[cH:3][c:4]([CH:9]2[C:10]3=[C:11]([NH:12][C:13]4=[C:14]2[C:15](=[O:16])[O:17][CH2:19]4)[CH2:20][O:21][CH:22]([CH3:25])[C:23]3=[O:24])[cH:5][cH:6][c:7]1[F:8]. Reactants: C(CCC)[Sn](C=C)(CCCC)CCCC (tributyl(vinyl)tin), FC(S(=O)(=O)OC1=CC=CC2=C1CCC(CC2=O)C(=O)N2CCC(CC2)C2=C(C=CC=C2)C)(F)F ((±)-1-trifluoromethanesulfonyloxy-7-[[4-(2-methylphenyl)piperidin-1-yl]carbonyl]-6,7,8,9-tetrahydro-5H-benzocyclohepten-5-one), [Li+].[Cl-] (LiCl), C1(=CC=CC=C1)P(C1=CC=CC=C1)C1=CC=CC=C1 (triphenylphosphine). The reagents and catalysts are Cl[Pd]([P](C1=CC=CC=C1)(C2=CC=CC=C2)C3=CC=CC=C3)([P](C4=CC=CC=C4)(C5=CC=CC=C5)C6=CC=CC=C6)Cl (dichlorobis(triphenylphosphine)palladium). Solvent: O (water), CN(C)C=O (DMF), CN(C)C=O (DMF). Reaction conditions: temperature 100 celsius. Yields the product C(=C)C1=CC=CC2=C1CCC(CC2=O)C(=O)N2CCC(CC2)C2=C(C=CC=C2)C ((±)-1-Vinyl-7-[[4-(2-methylphenyl)piperidin-1-yl]carbonyl]-6,7,8,9-tetrahydro-5H-benzocyclohepten-5-one). The yield is 58.1%. As a reaction SMILES: FC(F)(F)S(O[C:7]1[C:12]2[CH2:13][CH2:14][CH:15]([C:19]([N:21]3[CH2:26][CH2:25][CH:24]([C:27]4[CH:32]=[CH:31][CH:30]=[CH:29][C:28]=4[CH3:33])[CH2:23][CH2:22]3)=[O:20])[CH2:16][C:17](=[O:18])[C:11]=2[CH:10]=[CH:9][CH:8]=1)(=O)=O.[Li+].[Cl-].[C:38]1(P(C2C=CC=CC=2)C2C=CC=CC=2)C=CC=C[CH:39]=1.C([Sn](CCCC)(CCCC)C=C)CCC>CN(C=O)C.Cl[Pd](Cl)([P](C1C=CC=CC=1)(C1C=CC=CC=1)C1C=CC=CC=1)[P](C1C=CC=CC=1)(C1C=CC=CC=1)C1C=CC=CC=1.O>[CH:38]([C:7]1[C:12]2[CH2:13][CH2:14][CH:15]([C:19]([N:21]3[CH2:22][CH2:23][CH:24]([C:27]4[CH:32]=[CH:31][CH:30]=[CH:29][C:28]=4[CH3:33])[CH2:25][CH2:26]3)=[O:20])[CH2:16][C:17](=[O:18])[C:11]=2[CH:10]=[CH:9][CH:8]=1)=[CH2:39] |f:1.2,^1:79,98|. Procedure details: 510 mg (1 mmol) of (±)-1-trifluoromethanesulfonyloxy-7-[[4-(2-methylphenyl)piperidin-1-yl]carbonyl]-6,7,8,9-tetrahydro-5H-benzocyclohepten-5-one were dissolved in 4 mL of DMF under an argon atmosphere, then 72 mg (0.1 mmol) of dichlorobis(triphenylphosphine)palladium (II), 340 mg (8 mmol) of LiCl and 105 mg (0.4 mmol) of triphenylphosphine were added, followed by a solution of 0.3 mL (1.04 mmol) of tributyl(vinyl)tin in 0.5 mL of DMF. The reaction mixture was heated to 100° C. for 6 h, then it w... Reactants: N=1C(=CN2C1C=CC=C2)C(=O)OCC (ethyl imidazo[1,2-a]pyridine-2-carboxylate), C=O (formaldehyde), C(C)(=O)[O-].[Na+] (sodium acetate), [OH-].[Na+] (sodium hydroxide). Run in C(C)(=O)O (acetic acid), ClCCl (dichloromethane). The product is OCC1=C(N=C2N1C=CC=C2)C(=O)OCC (ethyl 3-(hydroxymethyl)imidazo[1,2-a]pyridine-2-carboxylate). Isolated yield 36.3%. As a reaction SMILES: [N:1]1[C:2]([C:10]([O:12][CH2:13][CH3:14])=[O:11])=[CH:3][N:4]2[CH:9]=[CH:8][CH:7]=[CH:6][C:5]=12.C=O.[C:17]([O-])(=[O:19])C.[Na+].[OH-].[Na+]>C(O)(=O)C.ClCCl>[OH:19][CH2:17][C:3]1[N:4]2[CH:9]=[CH:8][CH:7]=[CH:6][C:5]2=[N:1][C:2]=1[C:10]([O:12][CH2:13][CH3:14])=[O:11] |f:2.3,4.5|. Procedure details: To a solution of ethyl imidazo[1,2-a]pyridine-2-carboxylate (5.0 g) in acetic acid (30 ml) were added 37% m formaldehyde (14 ml) and sodium acetate (8.0 g) at room temperature, and the reaction mixture was heated under reflux for 15 hr. The reaction mixture was cooled to room temperature and dissolved in dichloromethane. The mixture was adjusted to pH 8 with 10% aqueous sodium hydroxide solution at 0° C. The organic layer was separated, washed with water and dried over anhydrous sodium sulfate. ...